The task is: describe an organic reaction: reactants, conditions, products, and yield. This data is from the Open Reaction Database (ORD), a public repository of structured organic reaction records. Reactants: S1C=CC=C1 (Thiophene), C(C)=O (acetaldehyde), C(C)(C)C1=CC=C(C(=O)N)C=C1 (4-isopropylbenzamide). Solvent: C(=O)O (formic acid). Yields the product S1C(=CC=C1)C(C)NC(C1=CC=C(C=C1)C(C)C)=O (N-[1-(2-thienyl)ethyl]-4-isopropylbenzamide). As a reaction SMILES: [S:1]1[CH:5]=[CH:4][CH:3]=[CH:2]1.[CH:6](=O)[CH3:7].[CH:9]([C:12]1[CH:20]=[CH:19][C:15]([C:16]([NH2:18])=[O:17])=[CH:14][CH:13]=1)([CH3:11])[CH3:10]>C(O)=O>[S:1]1[CH:5]=[CH:4][CH:3]=[C:2]1[CH:6]([NH:18][C:16](=[O:17])[C:15]1[CH:19]=[CH:20][C:12]([CH:9]([CH3:11])[CH3:10])=[CH:13][CH:14]=1)[CH3:7]. Procedure details: Thiophene (25 mmol), acetaldehyde (20 mmol) and 4-isopropylbenzamide (10 mmol) were stirred in formic acid (10 ml) under the following condition to obtain N-[1-(2-thienyl)ethyl]-4-isopropylbenzamide: The reactants are C1(=CC=CC=C1)C (toluene), BrC1=CC(=C(C(=O)OC)C=C1)NC1=CC=C(C=C1)F (methyl 4-bromo-2-(4-fluoroanilino)benzoate), S1C(=CC=C1)B(O)O (thiophene-2-boronic acid), C([O-])([O-])=O.[Na+].[Na+] (sodium carbonate). The reagents and catalysts are C=1C=CC(=CC1)[P](C=2C=CC=CC2)(C=3C=CC=CC3)[Pd]([P](C=4C=CC=CC4)(C=5C=CC=CC5)C=6C=CC=CC6)([P](C=7C=CC=CC7)(C=8C=CC=CC8)C=9C=CC=CC9)[P](C=1C=CC=CC1)(C=1C=CC=CC1)C=1C=CC=CC1 (tetrakis(triphenylphosphine)palladium(0)). Run in O (water), C(C)O (ethanol). Run at temperature 160 celsius, time 5 minute. The product is FC1=CC=C(NC2=C(C(=O)OC)C=CC(=C2)C=2SC=CC2)C=C1 (methyl 2-(4-fluoroanilino)-4-(thiophen-2-yl)benzoate). Reaction SMILES: C1(C)C=CC=CC=1.Br[C:9]1[CH:18]=[CH:17][C:12]([C:13]([O:15][CH3:16])=[O:14])=[C:11]([NH:19][C:20]2[CH:25]=[CH:24][C:23]([F:26])=[CH:22][CH:21]=2)[CH:10]=1.[S:27]1[CH:31]=[CH:30][CH:29]=[C:28]1B(O)O.C(=O)([O-])[O-].[Na+].[Na+]>C1C=CC([P]([Pd]([P](C2C=CC=CC=2)(C2C=CC=CC=2)C2C=CC=CC=2)([P](C2C=CC=CC=2)(C2C=CC=CC=2)C2C=CC=CC=2)[P](C2C=CC=CC=2)(C2C=CC=CC=2)C2C=CC=CC=2)(C2C=CC=CC=2)C2C=CC=CC=2)=CC=1.O.C(O)C>[F:26][C:23]1[CH:24]=[CH:25][C:20]([NH:19][C:11]2[CH:10]=[C:9]([C:28]3[S:27][CH:31]=[CH:30][CH:29]=3)[CH:18]=[CH:17][C:12]=2[C:13]([O:15][CH3:16])=[O:14])=[CH:21][CH:22]=1 |f:3.4.5,^1:44,46,65,84|. Reported procedure: To a mixed solution of toluene 2.0 mL, ethanol 0.6 mL and water 0.4 mL of methyl 4-bromo-2-(4-fluoroanilino)benzoate 70 mg were added thiophene-2-boronic acid 42 mg, sodium carbonate 64 mg and tetrakis(triphenylphosphine)palladium(0) 13 mg at room temperature, and it was stirred under application of pressure at 160° C. for 5 minutes. After the reaction mixture was cooled to room temperature, insoluble matter was filtrated, and ethyl acetate and 0.5 mol/L hydrochloric acid were added to it. The o... Reactants: C(C)OC(=O)C=1C=CC2=C(N(C([C@@H](S2)CCCC2=CC=C(C=C2)OC)=O)CC(=O)O)C1 ({(2S)-6-(ethoxycarbonyl)-2-[3-(4-methoxyphenyl)propyl]-3-oxo-2,3-dihydro-4H-1,4-benzothiazin-4-yl}acetic acid), C[Si](ON)(C)C (O-(trimethylsilyl)hydroxylamine), C(O)([O-])=O.[Na+] (sodium hydrogencabonate). Solvent: C1CCOC1 (THF), ClC(=O)OCC(C)C (isobutyl chloroformate), CN1CCOCC1 (N-methylmorpholine). Conditions: temperature -15 celsius, time 30 minute. Product: ONC(CN1C(C(SC2=C1C=C(C=C2)C(=O)OCC)CCCC2=CC=C(C=C2)OC)=O)=O ((−)-ethyl 4-[2-(hydroxyamino)-2-oxoethyl]-2-[3-(4-methoxyphenyl)propyl]-3-oxo-3,4-dihydro-2H-1,4-benzothiazine-6-carboxylate). RXN SMILES: C[Si](C)(C)[O:3][NH2:4].C(=O)([O-])O.[Na+].[CH2:12]([O:14][C:15]([C:17]1[CH:18]=[CH:19][C:20]2[S:25][C@@H:24]([CH2:26][CH2:27][CH2:28][C:29]3[CH:34]=[CH:33][C:32]([O:35][CH3:36])=[CH:31][CH:30]=3)[C:23](=[O:37])[N:22]([CH2:38][C:39](O)=[O:40])[C:21]=2[CH:42]=1)=[O:16])[CH3:13]>C1COCC1.ClC(OCC(C)C)=O.CN1CCOCC1>[OH:3][NH:4][C:39](=[O:40])[CH2:38][N:22]1[C:21]2[CH:42]=[C:17]([C:15]([O:14][CH2:12][CH3:13])=[O:16])[CH:18]=[CH:19][C:20]=2[S:25][CH:24]([CH2:26][CH2:27][CH2:28][C:29]2[CH:34]=[CH:33][C:32]([O:35][CH3:36])=[CH:31][CH:30]=2)[C:23]1=[O:37] |f:1.2|. Procedure: In THF (40 ml) was dissolved {(2S)-6-(ethoxycarbonyl)-2-[3-(4-methoxyphenyl)propyl]-3-oxo-2,3-dihydro-4H-1,4-benzothiazin-4-yl}acetic acid (the compound of Reference Example 11) (2.06 g), and isobutyl chloroformate (0.72 ml) and N-methylmorpholine (0.51 ml) were added thereto at −20° C. and stirred at −10 to −20° C. for 30 minutes. After O-(trimethylsilyl)hydroxylamine(0.87 ml) was added thereto, the resulting mixture was warmed up to room temperature and stirred for 1 hour. The reaction mixture... Starting materials: N1=C(Cl)N=C(Cl)N=C1Cl (cyanuric chloride), CN(C=O)C (N,N-dimethylformamide), ClC=1C(=C(C(=C(C1)C(C)O)OC)C=1C=CC(=NC1)C(=O)N(C)C)C (5-[3-chloro-5-(1-hydroxyethyl)-6-methoxy-2-methylphenyl]-N,N-dimethylpyridine-2-carboxamide). Solvent: C(Cl)Cl (methylene chloride), C(Cl)Cl (methylene chloride). Conditions: time 10 minute. Product: ClC=1C(=C(C(=C(C1)C(C)Cl)OC)C=1C=CC(=NC1)C(=O)N(C)C)C (5-[3-Chloro-5-(1-chloroethyl)-6-methoxy-2-methylphenyl]-N,N-dimethylpyridine-2-carboxamide). Reaction SMILES: N1C(Cl)=NC(Cl)=NC=1[Cl:3].CN(C)C=O.[Cl:15][C:16]1[C:17]([CH3:38])=[C:18]([C:27]2[CH:28]=[CH:29][C:30]([C:33]([N:35]([CH3:37])[CH3:36])=[O:34])=[N:31][CH:32]=2)[C:19]([O:25][CH3:26])=[C:20]([CH:22](O)[CH3:23])[CH:21]=1>C(Cl)Cl>[Cl:15][C:16]1[C:17]([CH3:38])=[C:18]([C:27]2[CH:28]=[CH:29][C:30]([C:33]([N:35]([CH3:37])[CH3:36])=[O:34])=[N:31][CH:32]=2)[C:19]([O:25][CH3:26])=[C:20]([CH:22]([Cl:3])[CH3:23])[CH:21]=1. Reported procedure: A mixture of cyanuric chloride (from Aldrich, 690 mg, 3.7 mmol) and N,N-dimethylformamide (290 μL, 3.7 mmol) was stirred at room temperature for 10 minutes and then a solution of 5-[3-chloro-5-(1-hydroxyethyl)-6-methoxy-2-methylphenyl]-N,N-dimethylpyridine-2-carboxamide (869 mg, 2.49 mmol) in methylene chloride (14 mL) was added and the reaction was stirred at room temperature overnight. The mixture was diluted with methylene chloride, washed with sat. NaHCO3, water, brine, dried over Na2SO4, fi... Procedure details: tert-Butyl 4-(((1,5-dimethyl-1H-indazol-7-yl)methoxy)methyl)-4-phenylpiperidine-1-carboxylate and tert-Butyl 4-(((2,5-dimethyl-2H-indazol-7-yl)methoxy)methyl)-4-phenylpiperidine-1-carboxylate. To a solution of tert-butyl 4-(((5-methyl-1H-indazol-7-yl)methoxy)methyl)-4-phenylpiperidine-1-carboxylate (38 mg, 0.087 mmol) in dimethylformamide (1 mL) at 0° C. was added sodium hydride (60% in mineral oil, 7.0 mg, 0.174 mmol). After 5 min, the reaction was treated with iodomethane (11 μL, 0.174 mmol). ... Product: CC=1C=C2C=NNC2=C(C1)COCC1(CCN(CC1)C(=O)OC(C)(C)C)C1=CC=CC=C1 (tert-Butyl 4-(((5-methyl-1H-indazol-7-yl)methoxy)methyl)-4-phenylpiperidine-1-carboxylate). The reactants are CN1N=CC2=CC(=CC(=C12)COCC1(CCN(CC1)C(=O)OC(C)(C)C)C1=CC=CC=C1)C (tert-Butyl 4-(((1,5-dimethyl-1H-indazol-7-yl)methoxy)methyl)-4-phenylpiperidine-1-carboxylate), CN1N=C2C(=CC(=CC2=C1)C)COCC1(CCN(CC1)C(=O)OC(C)(C)C)C1=CC=CC=C1 (tert-Butyl 4-(((2,5-dimethyl-2H-indazol-7-yl)methoxy)methyl)-4-phenylpiperidine-1-carboxylate). Reaction SMILES: C[N:2]1[C:10]2[C:5](=[CH:6][C:7]([CH3:33])=[CH:8][C:9]=2[CH2:11][O:12][CH2:13][C:14]2([C:27]3[CH:32]=[CH:31][CH:30]=[CH:29][CH:28]=3)[CH2:19][CH2:18][N:17]([C:20]([O:22][C:23]([CH3:26])([CH3:25])[CH3:24])=[O:21])[CH2:16][CH2:15]2)[CH:4]=[N:3]1.CN1C=C2C(C(COCC3(C4C=CC=CC=4)CCN(C(OC(C)(C)C)=O)CC3)=CC(C)=C2)=N1>>[CH3:33][C:7]1[CH:6]=[C:5]2[C:10](=[C:9]([CH2:11][O:12][CH2:13][C:14]3([C:27]4[CH:32]=[CH:31][CH:30]=[CH:29][CH:28]=4)[CH2:19][CH2:18][N:17]([C:20]([O:22][C:23]([CH3:26])([CH3:24])[CH3:25])=[O:21])[CH2:16][CH2:15]3)[CH:8]=1)[NH:2][N:3]=[CH:4]2. Starting materials: C(=O)(O)[O-].[Na+] (NaHCO3), NC1=CC=C(C=C1)CCC=1N=C(SC1CC1=CC=C(C=C1)S(=O)(=O)C)NC(C)=O (N-{4-[2-(4-aminophenyl)ethyl]-5-[4-(methylsulfonyl)benzyl]-1,3-thiazol-2-yl}acetamide), CSC=1N(CCN1)C(=O)OCC (ethyl 2-(methylthio)-4,5-dihydro-1H-imidazole-1-carboxylate), CC(=O)O (AcOH). Solvent: CCO (EtOH). Product: N1C(=NCC1)NC1=CC=C(C=C1)CCC=1N=C(SC1CC1=CC=C(C=C1)S(=O)(=O)C)NC(C)=O (N-{4-{2-[4-(4,5-dihydro-1H-imidazol-2-ylamino)phenyl]ethyl}-5-[4-(methylsulfonyl)benzyl]-1,3-thiazol-2-yl}acetamide). The yield is 10.3%. As a reaction SMILES: [NH2:1][C:2]1[CH:7]=[CH:6][C:5]([CH2:8][CH2:9][C:10]2[N:11]=[C:12]([NH:26][C:27](=[O:29])[CH3:28])[S:13][C:14]=2[CH2:15][C:16]2[CH:21]=[CH:20][C:19]([S:22]([CH3:25])(=[O:24])=[O:23])=[CH:18][CH:17]=2)=[CH:4][CH:3]=1.CS[C:32]1[N:33](C(OCC)=O)[CH2:34][CH2:35][N:36]=1.CC(O)=O.C([O-])(O)=O.[Na+]>CCO>[NH:36]1[CH2:35][CH2:34][N:33]=[C:32]1[NH:1][C:2]1[CH:3]=[CH:4][C:5]([CH2:8][CH2:9][C:10]2[N:11]=[C:12]([NH:26][C:27](=[O:29])[CH3:28])[S:13][C:14]=2[CH2:15][C:16]2[CH:21]=[CH:20][C:19]([S:22]([CH3:25])(=[O:24])=[O:23])=[CH:18][CH:17]=2)=[CH:6][CH:7]=1 |f:3.4|. Procedure details: A mixture of N-{4-[2-(4-aminophenyl)ethyl]-5-[4-(methylsulfonyl)benzyl]-1,3-thiazol-2-yl}acetamide (150 mg), ethyl 2-(methylthio)-4,5-dihydro-1H-imidazole-1-carboxylate (78.9 mg), AcOH (0.3 ml) and EtOH (3 ml) was refluxed for 7 hours under N2 atmosphere. After cooled to r.t., the reaction mixture was made basic with saturated NaHCO3. The mixture was extracted with AcOEt. The organic layer was washed with brine, dried over anhydrous MgSO4, and concentrated in vacuo. The residue was purified by p... The reactants are O=[Ag-], C=C(C)C1(O)C(OC)C(OC)COC1(O)CI, C1COCCO1. Yields the product C=C(C)C1(O)C(OC)C(OC)COC12CO2. RXN SMILES: [Ag-:24]=[O:25].[I:1][CH2:2][C:3]1([OH:4])[C:5]([OH:6])([C:15](=[CH2:16])[CH3:17])[CH:7]([O:8][CH3:9])[CH:10]([O:11][CH3:12])[CH2:13][O:14]1.[O:18]1[CH2:19][CH2:20][O:21][CH2:22][CH2:23]1>>[CH2:2]1[C:3]2([O:4]1)[C:5]([OH:6])([C:15](=[CH2:16])[CH3:17])[CH:7]([O:8][CH3:9])[CH:10]([O:11][CH3:12])[CH2:13][O:14]2. The reactants are CC1=NC=CC=C1 (methylpyridine), F[B-](F)(F)F.C[O+](C)C (trimethyloxonium tetrafluoroborate), C(=O)(C(F)(F)F)O (TFA), FC1=C(C=C(C=C1)CNC(=O)C=1N=C2N(CC3(CCC2(CC3)N(C(C(=O)N(C)C)=O)C)COS(=O)(=O)C3=CC=C(C=C3)C)C(C1O)=O)C (N-[2-[[[(4-fluoro-3-methylphenyl)methyl]amino]carbonyl]-6,7,8,9-tetrahydro-3-hydroxy-7-[[[(4-methylphenyl)sulfonyl]oxy]methyl]-4-oxo-7,10-ethanopyrimido[1,2-a]azepin-10(4H)-yl]-N,N′,N′-trimethyl-ethanediamide), Intermediate 28, C(C)(C)(C)C1=NC(=CC(=C1)C)C(C)(C)C (2,6-di-tert-butyl-4-methylpyridine), F[B-](F)(F)F.C[O+](C)C (trimethyloxonium tetrafluoroborate). Run in C(Cl)Cl (CH2Cl2). Conditions: time 16 hour. Yields the product FC1=C(C=C(C=C1)CNC(=O)C=1N=C2N(CC3(CCC2(CC3)N(C(C(=O)N(C)C)=O)C)COC)C(C1O)=O)C (N-[2-[[[(4-Fluoro-3-methylphenyl)methyl]amino]carbonyl]-6,7,8,9-tetrahydro-3-hydroxy-7-(methoxymethyl)-4-oxo-7,10-ethanopyrimido[1,2-a]azepin-10(4H)-yl]-N,N′,N′-trimethyl-ethanediamide). Isolated yield 3.8%. As a reaction SMILES: [F:1][C:2]1[CH:7]=[CH:6][C:5]([CH2:8][NH:9][C:10]([C:12]2[N:13]=[C:14]3[C:20]4([N:23]([CH3:31])[C:24](=[O:30])[C:25]([N:27]([CH3:29])[CH3:28])=[O:26])[CH2:21][CH2:22][C:17]([CH2:32][O:33]S(C5C=CC(C)=CC=5)(=O)=O)([CH2:18][CH2:19]4)[CH2:16][N:15]3[C:44](=[O:47])[C:45]=2[OH:46])=[O:11])=[CH:4][C:3]=1[CH3:48].[C:49](C1C=C(C)C=C(C(C)(C)C)N=1)(C)(C)C.F[B-](F)(F)F.C[O+](C)C.CC1C=CC=CN=1.C(O)(C(F)(F)F)=O>C(Cl)Cl>[F:1][C:2]1[CH:7]=[CH:6][C:5]([CH2:8][NH:9][C:10]([C:12]2[N:13]=[C:14]3[C:20]4([N:23]([CH3:31])[C:24](=[O:30])[C:25]([N:27]([CH3:28])[CH3:29])=[O:26])[CH2:19][CH2:18][C:17]([CH2:32][O:33][CH3:49])([CH2:22][CH2:21]4)[CH2:16][N:15]3[C:44](=[O:47])[C:45]=2[OH:46])=[O:11])=[CH:4][C:3]=1[CH3:48] |f:2.3|. Procedure details: To a solution of N-[2-[[[(4-fluoro-3-methylphenyl)methyl]amino]carbonyl]-6,7,8,9-tetrahydro-3-hydroxy-7-[[[(4-methylphenyl)sulfonyl]oxy]methyl]-4-oxo-7,10-ethanopyrimido[1,2-a]azepin-10(4H)-yl]-N,N′,N′-trimethyl-ethanediamide, Intermediate 28, (100 mg, 0.161 mmol) in CH2Cl2 (10 mL) was added 2,6-di-tert-butyl-4-methylpyridine (166 mg, 0.807 mmol) and trimethyloxonium tetrafluoroborate (48.5 mg, 0.807 mmol) and the mixture was stirred at room temp for 16 h. Another 5 equiv each of methylpyridine ... The reactants are O(C1=CC=CC=C1)CC(=O)NC1C(N(C1)C(C(=O)OC(C1=CC=CC=C1)C1=CC=CC=C1)=C(CSC1=NN=NN1C)C)=O (Benzhydryl 2-(3-phenoxyacetamido-2-oxoazetidin-1-yl)-3-methyl-4-(1-methyl-5-tetrazolylthio)-2-butenoate), CCCCCC (hexane), FC(C(=O)O)(F)F (trifluoracetic acid). The solvent is C1(=CC=CC=C1)OC (anisole). Conditions: time 15 minute. The product is bromo, O(C1=CC=CC=C1)CC(=O)NC1C(N(C1)C(C(=O)O)=C(CSC1=NN=NN1C)C)=O (2-(3-Phenoxyacetamido-2-oxoazetidin-1-yl)-3-methyl-4-(1-methyl-5-tetrazolylthio)-2-butenoic acid). As a reaction SMILES: [O:1]([CH2:8][C:9]([NH:11][CH:12]1[CH2:15][N:14]([C:16](=[C:33]([CH3:42])[CH2:34][S:35][C:36]2[N:40]([CH3:41])[N:39]=[N:38][N:37]=2)[C:17]([O:19]C(C2C=CC=CC=2)C2C=CC=CC=2)=[O:18])[C:13]1=[O:43])=[O:10])[C:2]1[CH:7]=[CH:6][CH:5]=[CH:4][CH:3]=1.FC(F)(F)C(O)=O.CCCCCC>C1(OC)C=CC=CC=1>[O:1]([CH2:8][C:9]([NH:11][CH:12]1[CH2:15][N:14]([C:16](=[C:33]([CH3:42])[CH2:34][S:35][C:36]2[N:40]([CH3:41])[N:39]=[N:38][N:37]=2)[C:17]([OH:19])=[O:18])[C:13]1=[O:43])=[O:10])[C:2]1[CH:3]=[CH:4][CH:5]=[CH:6][CH:7]=1. Procedure: The product from Example 13 above was dissolved in 1 ml of anisole. At 0° 1 ml of trifluoracetic acid was added. After 15 minutes at 0°, hexane was added. The solvents were removed under reduced pressure. Ether was added to the residue. The resulting slurry was filtered to provide 210 mg (53% from bromo derivative) of the title product: nmr (CDCl3) δ 2.10 and 2.27 (s, 3, CH3), 3.92 (s, 3, N--CH3), 4.3 (m, 2, --CH2S), 3.50 (m, 2, C4 --H), 5.00 (m, 1, C3 --H), 4.50 (s, 2, side chain CH2) and 7.2 (... Conditions: time 8 hour. The reactants are FC1=CC=C(C=C1)C1=NNC2=CC=C(C=C12)N (3-(4-Fluoro-phenyl)-1H-indazol-5-ylamine), COCC1(CN(CC1)CC(N1CCN(CC1)C1=CC=C(C=C1)C1=NC=CC=N1)=O)C(=O)O (3-methoxymethyl-1-{2-oxo-2-[4-(4-pyrimidin-2-yl-phenyl)-piperazin-1-yl]-ethyl}-pyrrolidine-3-carboxylic acid), ON1N=NC2=C1C=CC=C2 (1-hydroxybenztriazole), Cl.CN(CCCN=C=NCC)C (1-(3-dimethylaminopropyl)-3-ethylcarbodiimide hydrochloride). Reaction SMILES: [CH3:1][O:2][CH2:3][C:4]1([C:30](O)=[O:31])[CH2:8][CH2:7][N:6]([CH2:9][C:10](=[O:29])[N:11]2[CH2:16][CH2:15][N:14]([C:17]3[CH:22]=[CH:21][C:20]([C:23]4[N:28]=[CH:27][CH:26]=[CH:25][N:24]=4)=[CH:19][CH:18]=3)[CH2:13][CH2:12]2)[CH2:5]1.ON1C2C=CC=CC=2N=N1.Cl.CN(C)CCCN=C=NCC.[F:55][C:56]1[CH:61]=[CH:60][C:59]([C:62]2[C:70]3[C:65](=[CH:66][CH:67]=[C:68]([NH2:71])[CH:69]=3)[NH:64][N:63]=2)=[CH:58][CH:57]=1>CN(C=O)C>[F:55][C:56]1[CH:57]=[CH:58][C:59]([C:62]2[C:70]3[C:65](=[CH:66][CH:67]=[C:68]([NH:71][C:30]([C:4]4([CH2:3][O:2][CH3:1])[CH2:8][CH2:7][N:6]([CH2:9][C:10](=[O:29])[N:11]5[CH2:12][CH2:13][N:14]([C:17]6[CH:18]=[CH:19][C:20]([C:23]7[N:28]=[CH:27][CH:26]=[CH:25][N:24]=7)=[CH:21][CH:22]=6)[CH2:15][CH2:16]5)[CH2:5]4)=[O:31])[CH:69]=3)[NH:64][N:63]=2)=[CH:60][CH:61]=1 |f:2.3|. Isolated yield 28.8%. Reported procedure: The 3-methoxymethyl-1-{2-oxo-2-[4-(4-pyrimidin-2-yl-phenyl)-piperazin-1-yl]-ethyl}-pyrrolidine-3-carboxylic acid (0.049 mmol), 1-hydroxybenztriazole (7 mg, 0.052 mmol) and 1-(3-dimethylaminopropyl)-3-ethylcarbodiimide hydrochloride (EDCl) (10 mg, 0.052 mmol) were dissolved in dry DMF (1 ml). 3-(4-Fluoro-phenyl)-1H-indazol-5-ylamine (12 mg, 0.053 mmol) was added and the reaction mixture was stirred overnight and directly subjected to purification by reversed phase HPLC to obtain 9.15 mg of the ti... Run in CN(C)C=O (DMF). Yields the product FC1=CC=C(C=C1)C1=NNC2=CC=C(C=C12)NC(=O)C1(CN(CC1)CC(N1CCN(CC1)C1=CC=C(C=C1)C1=NC=CC=N1)=O)COC (3-methoxymethyl-1-{2-oxo-2-[4-(4-pyrimidin-2-yl-phenyl)-piperazin-1-yl]-ethyl}-pyrrolidine-3-carboxylic acid [3-(4-fluoro-phenyl)-1H-indazol-5-yl]-amide).